The task is: describe an organic reaction: reactants, conditions, products, and yield. This data is from the Open Reaction Database (ORD), a public repository of structured organic reaction records. Isolated yield 31.6%. RXN SMILES: [CH2:1]([NH:7][C:8]([NH:10][CH2:11][CH2:12][CH2:13][CH2:14][CH2:15][CH3:16])=[S:9])[CH2:2][CH2:3][CH2:4][CH2:5][CH3:6].[C:17]([C:22](O)=[O:23])#[C:18][C:19]([OH:21])=[O:20]>>[CH2:11]([N:10]1[C:22](=[O:23])[C:17](=[CH:18][C:19]([OH:21])=[O:20])[S:9][C:8]1=[N:7][CH2:1][CH2:2][CH2:3][CH2:4][CH2:5][CH3:6])[CH2:12][CH2:13][CH2:14][CH2:15][CH3:16]. Starting materials: C(CCCCC)NC(=S)NCCCCCC (N,N'-dihexylthiourea), C(#CC(=O)O)C(=O)O (acetylenedicarboxylic acid). Procedure details: Prepared by the method described in Example 1 from N,N'-dihexylthiourea (114.2 g, 468 mmoles) and acetylenedicarboxylic acid (53.4 g, 468 mmoles). Recrystallization from acetonitrile gave the product (50.4 g) mp 66°-69° C. Yields the product C(CCCCC)N1C(SC(C1=O)=CC(=O)O)=NCCCCCC ([3-Hexyl-2-(hexylimino)-4-oxo-5-thiazolidinylidene]acetic acid). Starting materials: CC(C)(C)OC(=O)CBr, ClCCl, CCCC[N+](C)(CCCC)CCCC, CCN(C(C)C)C(C)C, [Cl-], O=C(Nc1ccc(F)cc1C(=O)Nc1ccc(Cl)cn1)c1cnc(N2CCCNCC2)cn1. The product is CC(C)(C)OC(=O)CN1CCCN(c2cnc(C(=O)Nc3ccc(F)cc3C(=O)Nc3ccc(Cl)cn3)cn2)CC1. RXN SMILES: [Br:43][CH2:44][C:45](=[O:46])[O:47][C:48]([CH3:49])([CH3:50])[CH3:51].[CH2:52]([Cl:53])[Cl:54].[CH3:56][N+:57]([CH2:58][CH2:59][CH2:60][CH3:61])([CH2:62][CH2:63][CH2:64][CH3:65])[CH2:66][CH2:67][CH2:68][CH3:69].[CH:34]([N:35]([CH2:36][CH3:37])[CH:38]([CH3:39])[CH3:40])([CH3:41])[CH3:42].[Cl-:55].[F:1][c:2]1[cH:3][cH:4][c:5]([NH:18][C:19](=[O:20])[c:21]2[n:22][cH:23][c:24]([N:27]3[CH2:28][CH2:29][NH:30][CH2:31][CH2:32][CH2:33]3)[n:25][cH:26]2)[c:6]([C:7](=[O:8])[NH:9][c:10]2[n:11][cH:12][c:13]([Cl:16])[cH:14][cH:15]2)[cH:17]1>>[F:1][c:2]1[cH:3][cH:4][c:5]([NH:18][C:19](=[O:20])[c:21]2[n:22][cH:23][c:24]([N:27]3[CH2:28][CH2:29][N:30]([CH2:44][C:45](=[O:46])[O:47][C:48]([CH3:49])([CH3:50])[CH3:51])[CH2:31][CH2:32][CH2:33]3)[n:25][cH:26]2)[c:6]([C:7](=[O:8])[NH:9][c:10]2[n:11][cH:12][c:13]([Cl:16])[cH:14][cH:15]2)[cH:17]1. Reactants: O=C(c1ncc[nH]1)c1ncc[nH]1, CC(=O)c1c(C)[nH]c(C(=O)O)c1C, NCCCl, Cl, CN(C)C=O. The product is CC(=O)c1c(C)[nH]c(C(=O)NCCCl)c1C. As a reaction SMILES: [C:14]([c:15]1[nH:16][cH:17][cH:18][n:19]1)([c:20]1[nH:21][cH:22][cH:23][n:24]1)=[O:25].[C:1]([CH3:2])(=[O:3])[c:4]1[c:5]([CH3:13])[c:6]([C:10](=[O:11])[OH:12])[nH:7][c:8]1[CH3:9].[Cl:27][CH2:28][CH2:29][NH2:30].[ClH:26].[O:31]=[CH:32][N:33]([CH3:34])[CH3:35]>>[C:1]([CH3:2])(=[O:3])[c:4]1[c:5]([CH3:13])[c:6]([C:10](=[O:12])[NH:30][CH2:29][CH2:28][Cl:27])[nH:7][c:8]1[CH3:9].